Dataset: the Open Reaction Database (ORD), a public repository of structured organic reaction records. Task: describe an organic reaction: reactants, conditions, products, and yield The reactants are [H][H] (hydrogen), C1(=CC=CC=C1)C12CC(NC(C2=CCCC1)=O)=O (4a-Phenyl-1,3-diketo-1,2,3,4,4a,5,6,7-octahydroisoquinoline), 1B. The reagents and catalysts are [Pd] (palladium on carbon). Solvent: O1CCOCC1 (dioxane), C(C)(=O)O (acetic acid). Yields the product C1(=CC=CC=C1)[C@@]12CC(NC([C@@H]2CCCC1)=O)=O (4a-Phenyl-1,3-diketo-trans-decahydroisoquinoline). Reaction SMILES: [C:1]1([C:7]23[CH2:16][CH2:15][CH2:14][CH:13]=[C:12]2[C:11](=[O:17])[NH:10][C:9](=[O:18])[CH2:8]3)[CH:6]=[CH:5][CH:4]=[CH:3][CH:2]=1.[H][H]>C(O)(=O)C.O1CCOCC1.[Pd]>[C:1]1([C@@:7]23[CH2:16][CH2:15][CH2:14][CH2:13][C@H:12]2[C:11](=[O:17])[NH:10][C:9](=[O:18])[CH2:8]3)[CH:2]=[CH:3][CH:4]=[CH:5][CH:6]=1. Procedure details: 4a-Phenyl-1,3-diketo-1,2,3,4,4a,5,6,7-octahydroisoquinoline (3.0 g, 12.45 mmoles) from Ex. 1B was dissolved in 100 ml of glacial acetic acid and 50 ml of dioxane. The catalyst, 5% palladium on carbon (700 mg), was added and the mixture was hydrogenated under 40 psi of hydrogen for 24 hours in a Parr shaker. The catalyst was then filtered off and the filtrate evaporated. The white crystalline 4a-phenyl-1,3-diketo-trans-decahydroisoquinoline was recrystallized from ethanol, mp 180°-182.5°. Starting materials: [N-]=[N+]=[N-].[Na+] (NaN3), CC(C)(C)[O-].[K+].CC(C)(C)O (t-BuOK t-BuOH), BrC1=CC=C(C=C1)CC(C(=O)O)(C1=CC(=CC(=C1)OC(C(F)F)(F)F)F)C1=CC(=C(C=C1)F)C(F)(F)F (3-(4-bromophenyl)-2-(4-fluoro-3-(trifluoromethyl)phenyl)-2-(3-fluoro-5-(1,1,2,2-tetrafluoroethoxy)phenyl)propanoic acid), TEA, ClC(=O)OCC (ethyl chloroformate). Run in CC(=O)C (acetone). Reaction conditions: temperature 0 celsius, time 45 minute. Yields the product BrC1=CC=C(C=C1)CC(N)(C1=CC(=CC(=C1)OC(C(F)F)(F)F)F)C1=CC(=C(C=C1)F)C(F)(F)F (2-(4-bromophenyl)-1-(4-fluoro-3-(trifluoromethyl)phenyl)-1-(3-fluoro-5-(1,1,2,2-tetrafluoroethoxy)phenyl)ethanamine). Isolated yield 79.4%. As a reaction SMILES: [Br:1][C:2]1[CH:7]=[CH:6][C:5]([CH2:8][C:9]([C:27]2[CH:32]=[CH:31][C:30]([F:33])=[C:29]([C:34]([F:37])([F:36])[F:35])[CH:28]=2)([C:13]2[CH:18]=[C:17]([O:19][C:20]([F:25])([F:24])[CH:21]([F:23])[F:22])[CH:16]=[C:15]([F:26])[CH:14]=2)C(O)=O)=[CH:4][CH:3]=1.ClC(OCC)=O.[N-:44]=[N+]=[N-].[Na+].CC([O-])(C)C.[K+].CC(O)(C)C>CC(C)=O>[Br:1][C:2]1[CH:7]=[CH:6][C:5]([CH2:8][C:9]([C:27]2[CH:32]=[CH:31][C:30]([F:33])=[C:29]([C:34]([F:37])([F:36])[F:35])[CH:28]=2)([C:13]2[CH:18]=[C:17]([O:19][C:20]([F:25])([F:24])[CH:21]([F:23])[F:22])[CH:16]=[C:15]([F:26])[CH:14]=2)[NH2:44])=[CH:4][CH:3]=1 |f:2.3,4.5.6|. Procedure details: At 0° C. to a solution of 3-(4-bromophenyl)-2-(4-fluoro-3-(trifluoromethyl)phenyl)-2-(3-fluoro-5-(1,1,2,2-tetrafluoroethoxy)phenyl)propanoic acid (1.59 g, 2.64 mmol) in acetone (30 mL) was added TEA (442 μL, 3.17 mmol) followed by ethyl chloroformate (303 μL, 3.17 mmol). The reaction mixture was stirred at 0° C. for 45 min and NaN3 (343 mg, 5.28 mmol) was added. The reaction was stirred at 0° C. for 1 h, quenched by the addition of water and the aqueous layer was extracted with toluene (3×30 mL)... Reactants: CC=1C=NC=2CCCCC2C1 (5,6,7,8-Tetrahydro-3-methylquinoline), O=CC1=C(O)C(OC)=CC=C1 (o-vanillin). Reagents/catalysts: [Cl-].[Cl-].[Zn+2] (ZnCl2). Run in C(C)(=O)OC(C)=O (acetic anhydride). The product is OC1=C(\C=C\2/CCCC=3C=C(C=NC23)C)C=CC=C1OC (E-8-(2-Hydroxy-3-methoxybenzylidene)-5,6,7,8-tetrahydro-3-methylquinoline). RXN SMILES: [CH3:1][C:2]1[CH:3]=[N:4][C:5]2[CH2:6][CH2:7][CH2:8][CH2:9][C:10]=2[CH:11]=1.O=[CH:13][C:14]1[CH:22]=[CH:21][CH:20]=[C:17]([O:18][CH3:19])[C:15]=1[OH:16]>[Cl-].[Cl-].[Zn+2].C(OC(=O)C)(=O)C>[OH:16][C:15]1[C:17]([O:18][CH3:19])=[CH:20][CH:21]=[CH:22][C:14]=1/[CH:13]=[C:6]1\[CH2:7][CH2:8][CH2:9][C:10]2[CH:11]=[C:2]([CH3:1])[CH:3]=[N:4][C:5]\1=2 |f:2.3.4|. Reported procedure: 5,6,7,8-Tetrahydro-3-methylquinoline (20 ml), o-vanillin (25 g), acetic anhydride (50 ml), and ZnCl2 (1 g) were heated at reflux for 17 hours. The solvent was removed by evaporation and the residue was dissolved in ethyl acetate (100 ml) and acidified with 2N HCl solution. The solid obtained was removed by filtration and the aqueous layer was basified with Na2CO3 and shaken with diethyl ether. A solid was obtained in the ether layer which was removed by filtration. The combined solids were disso... The reactants are COC=1C=C(C#N)C=C(C1)C(F)(F)F (3-methoxy-5-(trifluoromethyl)benzonitrile), B(Br)(Br)Br (BBr3). Solvent: ClCCl (dichloromethane). Reaction conditions: time 2 day. Product: OC=1C=C(C#N)C=C(C1)C(F)(F)F (3-hydroxy-5-(trifluoromethyl)benzonitrile). Yield: 91.0%. Reaction SMILES: C[O:2][C:3]1[CH:4]=[C:5]([CH:8]=[C:9]([C:11]([F:14])([F:13])[F:12])[CH:10]=1)[C:6]#[N:7].B(Br)(Br)Br>ClCCl>[OH:2][C:3]1[CH:4]=[C:5]([CH:8]=[C:9]([C:11]([F:12])([F:13])[F:14])[CH:10]=1)[C:6]#[N:7]. Procedure details: To a solution of 3-methoxy-5-(trifluoromethyl)benzonitrile (1.30 g, 6.46 mmol) in dry dichloromethane (30 mL) was added BBr3 (0.0920 mL, 0.969 mmol) at 0° C. The reaction mixture was stirred at rt for two days, quenched with 10% sodium bicarbonate (50 mL) and extracted with DCM (2×200 mL). Combined organic portions were dried over anhydrous sodium sulphate and concentrated to afford the title product (1.1 g). Starting materials: C(C1=CC=CC=C1)SC(=N)CC1=CC=C(O1)C(=O)OCC (ethyl 5-benzylsulfanylcarbonimidoylmethylfuran-2-carboxylate), NC(C(=O)N)C#N (aminocyanoacetamide), C(O)([O-])=O.[Na+] (sodium hydrogen carbonate). The solvent is CO (methanol). Reaction conditions: time 5 hour. The product is NC1=C(N=C(N1)CC1=CC=C(O1)C(=O)OCC)C(N)=O (ethyl 5-(5-amino-4-carbamoyl-1H-imidazol-2-ylmethyl)furan-2-carboxylate). Isolated yield 68.0%. Reaction SMILES: C(S[C:9]([CH2:11][C:12]1[O:16][C:15]([C:17]([O:19][CH2:20][CH3:21])=[O:18])=[CH:14][CH:13]=1)=[NH:10])C1C=CC=CC=1.[NH2:22][CH:23]([C:27]#[N:28])[C:24]([NH2:26])=[O:25].C(=O)([O-])O.[Na+]>CO>[NH2:28][C:27]1[NH:10][C:9]([CH2:11][C:12]2[O:16][C:15]([C:17]([O:19][CH2:20][CH3:21])=[O:18])=[CH:14][CH:13]=2)=[N:22][C:23]=1[C:24](=[O:25])[NH2:26] |f:2.3|. Reported procedure: 30.5 g (0.09 M) of ethyl 5-benzylsulfanylcarbonimidoylmethylfuran-2-carboxylate, 8.9 g (0.09 M) of aminocyanoacetamide and 7.5 g (0.09 M) of sodium hydrogen carbonate in 180 ml of methanol are refluxed with stirring for 5 hours. The crude product obtained is purified by chromatography on silica using a dichloromethane/methanol mixture (90/10) as eluent, to give 17 g of ethyl 5-(5-amino-4-carbamoyl-1H-imidazol-2-ylmethyl)furan-2-carboxylate in the form of a vitreous brown solid. Starting materials: CC(CN(C(=O)OC(C)(C)C)c1ccccn1)N1CCN(c2cccc3c2OCCO3)CC1, CCO, Cl. Product: CC(CNc1ccccn1)N1CCN(c2cccc3c2OCCO3)CC1. As a reaction SMILES: [C:1]([O:2][C:3](=[O:4])[N:7]([c:8]1[n:9][cH:10][cH:11][cH:12][cH:13]1)[CH2:14][CH:15]([CH3:16])[N:17]1[CH2:18][CH2:19][N:20]([c:23]2[cH:24][cH:25][cH:26][c:27]3[c:32]2[O:31][CH2:30][CH2:29][O:28]3)[CH2:21][CH2:22]1)([CH3:5])([CH3:6])[CH3:33].[CH3:35][CH2:36][OH:37].[ClH:34]>>[NH:7]([c:8]1[n:9][cH:10][cH:11][cH:12][cH:13]1)[CH2:14][CH:15]([CH3:16])[N:17]1[CH2:18][CH2:19][N:20]([c:23]2[cH:24][cH:25][cH:26][c:27]3[c:32]2[O:31][CH2:30][CH2:29][O:28]3)[CH2:21][CH2:22]1. Starting materials: O=C=Nc1ccc(Cl)c(C(F)(F)F)c1, ClCCl, Nc1ccc(N)cc1. Yields the product Nc1ccc(NC(=O)Nc2ccc(Cl)c(C(F)(F)F)c2)cc1. Reaction SMILES: [Cl:1][c:2]1[c:3]([C:11]([F:12])([F:13])[F:14])[cH:4][c:5]([N:8]=[C:9]=[O:10])[cH:6][cH:7]1.[Cl:23][CH2:24][Cl:25].[c:15]1([NH2:22])[cH:16][cH:17][c:18]([NH2:21])[cH:19][cH:20]1>>[Cl:1][c:2]1[c:3]([C:11]([F:12])([F:13])[F:14])[cH:4][c:5]([NH:8][C:9](=[O:10])[NH:21][c:18]2[cH:17][cH:16][c:15]([NH2:22])[cH:20][cH:19]2)[cH:6][cH:7]1.